From a dataset of the Open Reaction Database (ORD), a public repository of structured organic reaction records. describe an organic reaction: reactants, conditions, products, and yield Reactants: [Br-], Cc1nc2ncccc2cc1C(=O)NCc1ccc(C(C)(C)C)cc1, C1CCOC1, C[Mg+]. Yields the product Cc1nc2ncccc2c(C)c1C(=O)NCc1ccc(C(C)(C)C)cc1. Reaction SMILES: [Br-:26].[C:1]([CH3:2])([CH3:3])([CH3:4])[c:5]1[cH:6][cH:7][c:8]([CH2:9][NH:10][C:11](=[O:12])[c:13]2[c:14]([CH3:23])[n:15][c:16]3[n:17][cH:18][cH:19][cH:20][c:21]3[cH:22]2)[cH:24][cH:25]1.[CH2:29]1[O:30][CH2:31][CH2:32][CH2:33]1.[CH3:27][Mg+:28]>>[C:1]([CH3:2])([CH3:3])([CH3:4])[c:5]1[cH:6][cH:7][c:8]([CH2:9][NH:10][C:11](=[O:12])[c:13]2[c:14]([CH3:23])[n:15][c:16]3[n:17][cH:18][cH:19][cH:20][c:21]3[c:22]2[CH3:27])[cH:24][cH:25]1.